From a dataset of the Open Reaction Database (ORD), a public repository of structured organic reaction records. describe an organic reaction: reactants, conditions, products, and yield The reactants are CCCCCCCBr, CCO, O=C(O)c1ccc(O)cc1Cl, Cl, [K+], [OH-], O. Yields the product CCCCCCCOc1ccc(C(=O)O)c(Cl)c1. As a reaction SMILES: [Br:12][CH2:13][CH2:14][CH2:15][CH2:16][CH2:17][CH2:18][CH3:19].[CH3:24][CH2:25][OH:26].[Cl:1][c:2]1[c:3]([C:4](=[O:5])[OH:6])[cH:7][cH:8][c:9]([OH:11])[cH:10]1.[ClH:22].[K+:21].[OH-:20].[OH2:23]>>[Cl:1][c:2]1[c:3]([C:4](=[O:5])[OH:6])[cH:7][cH:8][c:9]([O:11][CH2:13][CH2:14][CH2:15][CH2:16][CH2:17][CH2:18][CH3:19])[cH:10]1.